describe an organic reaction: reactants, conditions, products, and yield From a dataset of the Open Reaction Database (ORD), a public repository of structured organic reaction records. The reactants are C(C)(C)[N-]C(C)C.[Li+] (lithium diisopropylamide), C1(CCCC1)C(=O)O (cyclopentane carboxylic acid), Cl (Hydrochloric acid), BrCCC(=O)OC(C)(C)C (t-butyl 3-bromopropionate). Solvent: C(C)OCC (diethyl ether), O1CCCC1 (tetrahydrofuran), C(C)OCC (diethyl ether), O1CCCC1 (tetrahydrofuran). Run at time 8 hour. Yields the product C(C)(C)(C)OC(CCC1(CCCC1)C(=O)O)=O (3-(1-Carboxycyclopentyl)propanoic acid t-butyl ester). Yield: 21.5%. As a reaction SMILES: C([N-]C(C)C)(C)C.[Li+].[CH:9]1([C:14]([OH:16])=[O:15])[CH2:13][CH2:12][CH2:11][CH2:10]1.Br[CH2:18][CH2:19][C:20]([O:22][C:23]([CH3:26])([CH3:25])[CH3:24])=[O:21].Cl>O1CCCC1.C(OCC)C>[C:23]([O:22][C:20](=[O:21])[CH2:19][CH2:18][C:9]1([C:14]([OH:16])=[O:15])[CH2:13][CH2:12][CH2:11][CH2:10]1)([CH3:26])([CH3:25])[CH3:24] |f:0.1|. Procedure details: To a stirred solution of lithium diisopropylamide (0.43 mole) in dry tetrahydrofuran (300 ml) at -20° C. under nitrogen atmosphere was added cyclopentane carboxylic acid (22.7 g; 0.20 mole). The solution was allowed to warm to room temperature and after 2 hours was cooled to -10° C. and added by cannula to a stirred solution of t-butyl 3-bromopropionate (44.4 g, 0.21 mole) in tetrahydrofuran (100 ml). The resulting solution was allowed to warm to room temperature and kept overnight. Hydrochloric...